This data is from the Open Reaction Database (ORD), a public repository of structured organic reaction records. The task is: describe an organic reaction: reactants, conditions, products, and yield The reactants are C(C)(C)(C)C1=CC=C(C=C1)S(=O)(=O)Cl (4-tert-Butyl-benzene sulphonyl chloride), NC1=NC(=NC(=C1OC1=C(C=CC=C1)OC)OC)C1=NC=CC=N1 (4-amino-6-methoxy-5-(2-methoxyphenoxy)-2-(2-pyrimidinyl)-pyrimidine). The solvent is N1=CC=CC=C1 (pyridine). Run at time 36 hour. The product is C(C)(C)(C)C1=CC=C(C=C1)S(=O)(=O)NC1=NC(=NC(=C1OC1=C(C=CC=C1)OC)OC)C1=NC=CC=N1 (4-tert-butyl-N-[6-methoxy-5-(2-methoxyphenoxy)-2-(2-pyrimidinyl)-4-pyrimidinyl]benzenesulfonamide). Isolated yield 3.1%. RXN SMILES: [C:1]([C:5]1[CH:10]=[CH:9][C:8]([S:11](Cl)(=[O:13])=[O:12])=[CH:7][CH:6]=1)([CH3:4])([CH3:3])[CH3:2].[NH2:15][C:16]1[C:21]([O:22][C:23]2[CH:28]=[CH:27][CH:26]=[CH:25][C:24]=2[O:29][CH3:30])=[C:20]([O:31][CH3:32])[N:19]=[C:18]([C:33]2[N:38]=[CH:37][CH:36]=[CH:35][N:34]=2)[N:17]=1>N1C=CC=CC=1>[C:1]([C:5]1[CH:10]=[CH:9][C:8]([S:11]([NH:15][C:16]2[C:21]([O:22][C:23]3[CH:28]=[CH:27][CH:26]=[CH:25][C:24]=3[O:29][CH3:30])=[C:20]([O:31][CH3:32])[N:19]=[C:18]([C:33]3[N:38]=[CH:37][CH:36]=[CH:35][N:34]=3)[N:17]=2)(=[O:13])=[O:12])=[CH:7][CH:6]=1)([CH3:4])([CH3:3])[CH3:2]. Procedure: 4-tert-Butyl-benzene sulphonyl chloride (286 mg) was added to a stirred solution of 4-amino-6-methoxy-5-(2-methoxyphenoxy)-2-(2-pyrimidinyl)-pyrimidine (EP 713875A1) (100 mg) in dry pyridine (2 ml) at room temperature and the resulting mixture stirred for 36 hours. The reaction was then partitioned between ethyl acetate (20 ml) and 2N aqueous hydrochloric acid (10 ml) and the organic phase separated, washed (2N aqueous hydrochloric acid 2×10 ml, water 2×10 ml), dried (MgSO4) and evaporated under...